From a dataset of the Open Reaction Database (ORD), a public repository of structured organic reaction records. describe an organic reaction: reactants, conditions, products, and yield Reactants: ClC1=CC(=C(C=C1Cl)N1CCCCC1)[N+](=O)[O-] (1-(4,5-dichloro-2-nitro-phenyl)-piperidine), CN1CCNCC1 (1-methylpiperazine). The product is ClC1=C(C=C(C(=C1)[N+](=O)[O-])N1CCCCC1)N1CCN(CC1)C (1-(2-Chloro-4-nitro-5-piperidin-1-yl-phenyl)-4-methyl-piperazine). Yield: 83.6%. RXN SMILES: [Cl:1][C:2]1[C:7](Cl)=[CH:6][C:5]([N:9]2[CH2:14][CH2:13][CH2:12][CH2:11][CH2:10]2)=[C:4]([N+:15]([O-:17])=[O:16])[CH:3]=1.[CH3:18][N:19]1[CH2:24][CH2:23][NH:22][CH2:21][CH2:20]1>>[Cl:1][C:2]1[CH:3]=[C:4]([N+:15]([O-:17])=[O:16])[C:5]([N:9]2[CH2:14][CH2:13][CH2:12][CH2:11][CH2:10]2)=[CH:6][C:7]=1[N:22]1[CH2:23][CH2:24][N:19]([CH3:18])[CH2:20][CH2:21]1. Procedure details: The procedure of Example 5, step (b) was followed using 968 mg (3.52 mmol) of 1-(4,5-dichloro-2-nitro-phenyl)-piperidine (as prepared in the previous step) and 1.95 mL (17.6 mmol) of 1-methylpiperazine. Crystallization from hexane afforded 997 mg (84%) of the title compound as a yellow-tan solid: Mass spectrum (ESI, m/z): Calcd. for C16H23ClN4O2, 339.2 (M+H), found 339.1. Starting materials: CCN(C(C)C)C(C)C, NC(CO)Cc1ccccc1, On1nnc2ccccc21, O=C(O)c1ccc(-c2ccncc2)cc1. The product is O=C(NC(CO)Cc1ccccc1)c1ccc(-c2ccncc2)cc1. RXN SMILES: [CH:26]([N:27]([CH2:28][CH3:29])[CH:30]([CH3:31])[CH3:32])([CH3:33])[CH3:34].[NH2:35][CH:36]([CH2:37][OH:38])[CH2:39][c:40]1[cH:41][cH:42][cH:43][cH:44][cH:45]1.[OH:16][n:17]1[c:18]2[c:19]([cH:20][cH:21][cH:22][cH:23]2)[n:24][n:25]1.[n:1]1[cH:2][cH:3][c:4](-[c:7]2[cH:8][cH:9][c:10]([C:11](=[O:12])[OH:13])[cH:14][cH:15]2)[cH:5][cH:6]1>>[n:1]1[cH:2][cH:3][c:4](-[c:7]2[cH:8][cH:9][c:10]([C:11](=[O:13])[NH:35][CH:36]([CH2:37][OH:38])[CH2:39][c:40]3[cH:41][cH:42][cH:43][cH:44][cH:45]3)[cH:14][cH:15]2)[cH:5][cH:6]1. Reactants: FC(C(=O)OC(C(F)(F)F)=O)(F)F (Trifluoroacetic anhydride), ClC=1C=CC2=C([C@H](S[C@@H](C(N2CC(C)(C)C)=O)CC(=O)N)C2=CC=CC3=CC=CC=C23)C1 (trans-7-chloro-5-(naphthalen-1-yl)-1-neopentyl-1,2,3,5-tetrahydro-2-oxo-4,1-benzothiazepine-3-acetamide), N1=CC=CC=C1 (pyridine). Run in CCOCC (ether). Reaction conditions: time 1.5 hour. Yields the product ClC=1C=CC2=C([C@H](S[C@@H](C(N2CC(C)(C)C)=O)CC#N)C2=CC=CC3=CC=CC=C23)C1 (Trans-7-chloro-5-(naphthalen-1-yl)-1-neopentyl-1,2,3,5-tetrahydro-2-oxo-4,1-benzothiazepine-3-acetonitrile). The yield is 93.3%. Reaction SMILES: FC(F)(F)C(OC(=O)C(F)(F)F)=O.[Cl:14][C:15]1[CH:16]=[CH:17][C:18]2[N:24]([CH2:25][C:26]([CH3:29])([CH3:28])[CH3:27])[C:23](=[O:30])[C@@H:22]([CH2:31][C:32]([NH2:34])=O)[S:21][C@H:20]([C:35]3[C:44]4[C:39](=[CH:40][CH:41]=[CH:42][CH:43]=4)[CH:38]=[CH:37][CH:36]=3)[C:19]=2[CH:45]=1.N1C=CC=CC=1>CCOCC>[Cl:14][C:15]1[CH:16]=[CH:17][C:18]2[N:24]([CH2:25][C:26]([CH3:27])([CH3:28])[CH3:29])[C:23](=[O:30])[C@@H:22]([CH2:31][C:32]#[N:34])[S:21][C@H:20]([C:35]3[C:44]4[C:39](=[CH:40][CH:41]=[CH:42][CH:43]=4)[CH:38]=[CH:37][CH:36]=3)[C:19]=2[CH:45]=1. Procedure details: Trifluoroacetic anhydride (441 mg, 210 mmol, 296 μL) was added to a solution of trans-7-chloro-5-(naphthalen-1-yl)-1-neopentyl-1,2,3,5-tetrahydro-2-oxo-4,1-benzothiazepine-3-acetamide (98 mg, 210μmol) and pyridine (2.1 mL) at 0° C. After 1.5 h, the reaction mixture was diluted with ether, washed with water (2×) and 0.5 N aqueous hydrochloric acid, dried over anhydrous sodium sulfate, concentrated under reduced pressure and purified by flash column chromatography (methylene chloride) to give 88 m... Starting materials: C(C1=CC=CC=C1)(C1=CC=CC=C1)=NC=1C=CC(=C(C1)[C@@]1(COCC(N1)=S)C)F ((R)-5-[5-(benzhydrylidene-amino)-2-fluoro-phenyl]-5-methyl-morpholin-3-thione), Cl (hydrochloric acid). Run in O1CCOCC1 (dioxane). Run at time 8 hour. Yields the product Cl.NC=1C=CC(=C(C1)[C@@]1(COCC(N1)=S)C)F ((R)-5-(5-amino-2-fluoro-phenyl)-5-methyl-morpholine-3-thione hydrochloride). The yield is 87.0%. Reaction SMILES: C(=[N:14][C:15]1[CH:16]=[CH:17][C:18]([F:29])=[C:19]([C@@:21]2([CH3:28])[NH:26][C:25](=[S:27])[CH2:24][O:23][CH2:22]2)[CH:20]=1)(C1C=CC=CC=1)C1C=CC=CC=1.[ClH:30]>O1CCOCC1>[ClH:30].[NH2:14][C:15]1[CH:16]=[CH:17][C:18]([F:29])=[C:19]([C@@:21]2([CH3:28])[NH:26][C:25](=[S:27])[CH2:24][O:23][CH2:22]2)[CH:20]=1 |f:3.4|. Procedure details: A solution of (R)-5-[5-(benzhydrylidene-amino)-2-fluoro-phenyl]-5-methyl-morpholin-3-thione (0.795 g, 1.97 mmol) in dioxane (10 ml) was treated dropwise at room temperature with hydrochloric acid (1M). The yellow reaction mixture was stirred at room temperature overnight. For the workup, the solution was evaporated at reduced pressureand. The yellow oil was dissolved in ether (15 ml), and the solution was extracted with hydrochloric acid (1M, 15 ml). The aqueous layer was extracted with ether (1...